From a dataset of the Open Reaction Database (ORD), a public repository of structured organic reaction records. describe an organic reaction: reactants, conditions, products, and yield Starting materials: C1CCC2=NCCCN2CC1, CC(C)S(=O)(=O)Cl, ClCCl, CCOC(=O)c1cnn(Cc2ccc3c(c2)CC(N)C3)c1C(F)(F)F, O=S(=O)(Cl)Cl. Product: CCOC(=O)c1cnn(Cc2ccc3c(c2)CC(NS(=O)(=O)C(C)C)C3)c1C(F)(F)F. As a reaction SMILES: [CH2:26]1[CH2:27][CH2:28][C:29]2=[N:34][CH2:33][CH2:32][CH2:31][N:30]2[CH2:35][CH2:36]1.[CH3:37][CH:38]([CH3:39])[S:40](=[O:41])(=[O:42])[Cl:43].[Cl:49][CH2:50][Cl:51].[NH2:1][CH:2]1[CH2:3][c:4]2[cH:5][cH:6][c:7]([CH2:11][n:12]3[n:13][cH:14][c:15]([C:21](=[O:22])[O:23][CH2:24][CH3:25])[c:16]3[C:17]([F:18])([F:19])[F:20])[cH:8][c:9]2[CH2:10]1.[S:44]([Cl:45])([Cl:46])(=[O:47])=[O:48]>>[NH:1]([CH:2]1[CH2:3][c:4]2[cH:5][cH:6][c:7]([CH2:11][n:12]3[n:13][cH:14][c:15]([C:21](=[O:22])[O:23][CH2:24][CH3:25])[c:16]3[C:17]([F:18])([F:19])[F:20])[cH:8][c:9]2[CH2:10]1)[S:40]([CH:38]([CH3:37])[CH3:39])(=[O:41])=[O:42]. The reactants are C(C)(C)(C)OC(=O)N1N=C(C=C1)N(CC)C(=O)C1=NC=C(C=C1NS(=O)(=O)C1=CC(=C(C=C1)Cl)C(F)(F)F)Cl (3-{[5-chloro-3-(4-chloro-3-trifluoromethyl-benzenesulfonylamino)-pyridine-2-carbonyl]-ethyl-amino}-pyrazole-1-carboxylic acid tert-butyl ester). Solvent: C(Cl)Cl (DCM), C(=O)(C(F)(F)F)O (TFA). Reaction conditions: time 1 hour. The product is C(C)N(C(=O)C1=NC=C(C=C1NS(=O)(=O)C1=CC(=C(C=C1)Cl)C(F)(F)F)Cl)C1=NNC=C1 (5-chloro-3-(4-chloro-3-trifluoromethyl-benzenesulfonylamino)-pyridine-2-carboxylic acid ethyl-(1H-pyrazol-3-yl)-amide). Reaction SMILES: C(OC([N:8]1[CH:12]=[CH:11][C:10]([N:13]([C:16]([C:18]2[C:23]([NH:24][S:25]([C:28]3[CH:33]=[CH:32][C:31]([Cl:34])=[C:30]([C:35]([F:38])([F:37])[F:36])[CH:29]=3)(=[O:27])=[O:26])=[CH:22][C:21]([Cl:39])=[CH:20][N:19]=2)=[O:17])[CH2:14][CH3:15])=[N:9]1)=O)(C)(C)C>C(Cl)Cl.C(O)(C(F)(F)F)=O>[CH2:14]([N:13]([C:10]1[CH:11]=[CH:12][NH:8][N:9]=1)[C:16]([C:18]1[C:23]([NH:24][S:25]([C:28]2[CH:33]=[CH:32][C:31]([Cl:34])=[C:30]([C:35]([F:38])([F:36])[F:37])[CH:29]=2)(=[O:27])=[O:26])=[CH:22][C:21]([Cl:39])=[CH:20][N:19]=1)=[O:17])[CH3:15]. Procedure: 3-{[5-chloro-3-(4-chloro-3-trifluoromethyl-benzenesulfonylamino)-pyridine-2-carbonyl]-ethyl-amino}-pyrazole-1-carboxylic acid tert-butyl ester from step 2 was dissolved in a mixture of DCM and TFA (1:1) (5 mL). It was stirred at RT for 1 hour, concentrated, purified with HPLC to give 5-chloro-3-(4-chloro-3-trifluoromethyl-benzenesulfonylamino)-pyridine-2-carboxylic acid ethyl-(1H-pyrazol-3-yl)-amide: 1H NMR (400 MHz, CDCl3) δ 8.11 (d, 1H), 8.0 (d, 1H), 7.94 (m, 1H), 7.88 (br, 1H), 7.6 (d, 1H), 7... Starting materials: solution, CN (methylamine), FC(S(=O)(=O)OS(=O)(=O)C(F)(F)F)(F)F (trifluoromethanesulfonic anhydride), C(C)(=O)OCC1CC=2N(C3=CC=CC=C3C2C=2C(OC(C2C2=CN(C3=CC=CC=C23)C)=O)=O)CC1 (3-[8-(acetoxymethyl)-6,7,8,9-tetrahydropyrido[1,2-a]indol-10-yl]-4-(1-methyl-3-indolyl)furan-2,5-dione), N1=C(C=C(C=C1C)C)C (collidine), ClCCl (dichloromethane), ClCCl (dichloromethane), CN (methylamine). Solvent: methylated spirit. Reaction conditions: time 5 hour. Product: Cl.CNCC1CC=2N(C3=CC=CC=C3C2C=2C(NC(C2C2=CN(C3=CC=CC=C23)C)=O)=O)CC1 (3-[6,7,8,9-tetrahydro-8-[(methylamino)methyl]pyrido[1,2-a]indol-10-yl]-4-(1-methyl-3-indolyl)-1H-pyrrole-2,5-dione hydrochloride). RXN SMILES: FC(F)(F)S(OS(C(F)(F)F)(=O)=O)(=O)=O.C(O[CH2:20][CH:21]1[CH2:50][CH2:49][N:24]2[C:25]3[C:30]([C:31]([C:32]4[C:33](=O)[O:34][C:35](=[O:47])[C:36]=4[C:37]4[C:45]5[C:40](=[CH:41][CH:42]=[CH:43][CH:44]=5)[N:39]([CH3:46])[CH:38]=4)=[C:23]2[CH2:22]1)=[CH:29][CH:28]=[CH:27][CH:26]=3)(=O)C.[N:51]1[C:56](C)=CC(C)=CC=1C.C[NH2:61].[Cl:62]CCl>>[ClH:62].[CH3:56][NH:51][CH2:20][CH:21]1[CH2:50][CH2:49][N:24]2[C:25]3[C:30]([C:31]([C:32]4[C:33](=[O:34])[NH:61][C:35](=[O:47])[C:36]=4[C:37]4[C:45]5[C:40](=[CH:41][CH:42]=[CH:43][CH:44]=5)[N:39]([CH3:46])[CH:38]=4)=[C:23]2[CH2:22]1)=[CH:29][CH:28]=[CH:27][CH:26]=3 |f:5.6|. Reported procedure: 265 mg of trifluoromethanesulfonic anhydride in 40 ml of dichloromethane were treated at 0° C. under a nitrogen atmosphere with a suspension of 200 mg of the pyrroledione product of Example 1 and 100 mg of collidine in 30 ml of dichloromethane. After 5 hours, 0.75 ml of a 33% solution of methylamine in methylated spirit was added and the mixture was stirred for 18 hours. An additional 0.5 ml of the aforementioned methylamine solution was then added. After 4 hours, the solvent was removed by evap... Conditions: time 15 minute. The reactants are ester, FC(C(=O)O)(F)F.C(C)(C)NC(=O)COC=1C=C(C(=O)C2=NC=C(C3=CC(=C(C=C23)OC)OC)C(=O)O)C=CC1 (1-[3-(Isopropylcarbamoyl-methoxy)-benzoyl]-6,7-dimethoxy-isoquinoline-4-carboxylic acid; compound with trifluoro-acetic acid), C(C)NC (ethylmethylamine). Yields the product FC(C(=O)O)(F)F.C(C)N(C(=O)COC=1C=C(C(=O)C2=NC=C(C3=CC(=C(C=C23)OC)OC)C(=O)O)C=CC1)C (1-{3-[(Ethyl-methyl-carbamoyl)-methoxy]-benzoyl}-6,7-dimethoxy-isoquinoline-4-carboxylic acid; compound with trifluoro-acetic acid). Procedure: The resin bound activated ester (intermediate in the preparation of 1-[3-(Isopropylcarbamoyl-methoxy)-benzoyl]-6,7-dimethoxy-isoquinoline-4-carboxylic acid; compound with trifluoro-acetic acid (Example 37)) (225 mg, 0.19 mmol) was combined with 3 ml of methylene chloride and 0.035 ml of ethylmethylamine (0.4 mmol). The mixture was shaken for 15 minutes under argon at room temperature. The mixture was filtered and the filter cake was washed with methylene chloride. The filtrate was evaporated to ... Run in C(Cl)Cl (methylene chloride). RXN SMILES: [F:1][C:2]([F:7])([F:6])[C:3]([OH:5])=[O:4].[CH:8]([NH:11][C:12]([CH2:14][O:15][C:16]1[CH:17]=[C:18]([CH:38]=[CH:39][CH:40]=1)[C:19]([C:21]1[C:30]2[C:25](=[CH:26][C:27]([O:33][CH3:34])=[C:28]([O:31][CH3:32])[CH:29]=2)[C:24]([C:35]([OH:37])=[O:36])=[CH:23][N:22]=1)=[O:20])=[O:13])(C)[CH3:9].[CH2:41](NC)C>C(Cl)Cl>[F:1][C:2]([F:7])([F:6])[C:3]([OH:5])=[O:4].[CH2:8]([N:11]([CH3:41])[C:12]([CH2:14][O:15][C:16]1[CH:17]=[C:18]([CH:38]=[CH:39][CH:40]=1)[C:19]([C:21]1[C:30]2[C:25](=[CH:26][C:27]([O:33][CH3:34])=[C:28]([O:31][CH3:32])[CH:29]=2)[C:24]([C:35]([OH:37])=[O:36])=[CH:23][N:22]=1)=[O:20])=[O:13])[CH3:9] |f:0.1,4.5|.